This data is from the Open Reaction Database (ORD), a public repository of structured organic reaction records. The task is: describe an organic reaction: reactants, conditions, products, and yield Reactants: O=C(Cl)OCc1ccccc1, COc1ccc(-c2ccccc2)c2sc(N)nc12, c1ccncc1. Product: COc1ccc(-c2ccccc2)c2sc(NC(=O)OCc3ccccc3)nc12. Reaction SMILES: [Cl:19][C:20](=[O:21])[O:22][CH2:23][c:24]1[cH:25][cH:26][cH:27][cH:28][cH:29]1.[NH2:1][c:2]1[s:3][c:4]2[c:5]([n:6]1)[c:7]([O:17][CH3:18])[cH:8][cH:9][c:10]2-[c:11]1[cH:12][cH:13][cH:14][cH:15][cH:16]1.[cH:30]1[cH:31][cH:32][n:33][cH:34][cH:35]1>>[NH:1]([c:2]1[s:3][c:4]2[c:5]([n:6]1)[c:7]([O:17][CH3:18])[cH:8][cH:9][c:10]2-[c:11]1[cH:12][cH:13][cH:14][cH:15][cH:16]1)[C:20](=[O:21])[O:22][CH2:23][c:24]1[cH:25][cH:26][cH:27][cH:28][cH:29]1.